The task is: describe an organic reaction: reactants, conditions, products, and yield. This data is from the Open Reaction Database (ORD), a public repository of structured organic reaction records. Reactants: N1=C(C=CC=C1)C(=O)O (pyridine-2-carboxylic acid), C(C(=O)Cl)(=O)Cl (oxalyl chloride), NC1=NN2C(C=CC(=C2)OC=2C=C(C=CC2C)NC(C2=CC(=CC=C2)C(C)(C)C#N)=O)=N1 (N-{3-[(2-amino[1,2,4]triazolo[1,5-a]pyridin-6-yl)oxy]-4-methylphenyl}-3-(1-cyano-1-methylethyl)benzamide), C(O)([O-])=O.[Na+] (sodium hydrogen carbonate). The solvent is O1CCCC1 (tetrahydrofuran), CN(C=O)C (N,N-dimethylformamide), N1=CC=CC=C1 (pyridine). Run at time 1 hour. Product: C(#N)C(C)(C)C=1C=C(C=CC1)C(=O)NC=1C=CC(=C(OC=2C=CC=3N(C2)N=C(N3)NC(=O)C3=NC=CC=C3)C1)C (N-{6-[5-({[3-(1-cyano-1-methylethyl)phenyl]carbonyl}amino)-2-methylphenoxy][1,2,4]triazolo[1,5-a]pyridin-2-yl}pyridine-2-carboxamide). Isolated yield 57.8%. RXN SMILES: [N:1]1[CH:6]=[CH:5][CH:4]=[CH:3][C:2]=1[C:7]([OH:9])=O.C(Cl)(=O)C(Cl)=O.[NH2:16][C:17]1[N:47]=[C:20]2[CH:21]=[CH:22][C:23]([O:25][C:26]3[CH:27]=[C:28]([NH:33][C:34](=[O:46])[C:35]4[CH:40]=[CH:39][CH:38]=[C:37]([C:41]([C:44]#[N:45])([CH3:43])[CH3:42])[CH:36]=4)[CH:29]=[CH:30][C:31]=3[CH3:32])=[CH:24][N:19]2[N:18]=1.C(=O)([O-])O.[Na+]>O1CCCC1.N1C=CC=CC=1.CN(C)C=O>[C:44]([C:41]([C:37]1[CH:36]=[C:35]([C:34]([NH:33][C:28]2[CH:29]=[CH:30][C:31]([CH3:32])=[C:26]([CH:27]=2)[O:25][C:23]2[CH:22]=[CH:21][C:20]3[N:19]([N:18]=[C:17]([NH:16][C:7]([C:2]4[CH:3]=[CH:4][CH:5]=[CH:6][N:1]=4)=[O:9])[N:47]=3)[CH:24]=2)=[O:46])[CH:40]=[CH:39][CH:38]=1)([CH3:43])[CH3:42])#[N:45] |f:3.4|. Reported procedure: To a solution of pyridine-2-carboxylic acid (234 mg, 1.90 mmol) in tetrahydrofuran (6 mL) were added oxalyl chloride (206 μL, 2.38 mmol) and N,N-dimethylformamide (20 μL), and the mixture was stirred at room temperature for 1 hr. The reaction mixture was concentrated under reduced pressure. The obtained residue and N-{3-[(2-amino[1,2,4]triazolo[1,5-a]pyridin-6-yl)oxy]-4-methylphenyl}-3-(1-cyano-1-methylethyl)benzamide (203 mg, 0.475 mmol) were dissolved in pyridine (7 mL), and the mixture was st... The product is CCCCCCCCCCCCN(C)CCOc1ccc2c(c1)OC(O)(C(F)(F)F)CC2. Reactants: Br, CCCCCCCCCCCCN(C)CCOc1ccc(CCC(=O)C(F)(F)F)c(OC)c1, O. Reaction SMILES: [BrH:34].[CH2:1]([CH2:2][CH2:3][CH2:4][CH2:5][CH2:6][CH2:7][CH2:8][CH2:9][CH2:10][CH2:11][CH3:12])[N:13]([CH3:14])[CH2:15][CH2:16][O:17][c:18]1[cH:19][c:20]([O:32][CH3:33])[c:21]([CH2:24][CH2:25][C:26]([C:27]([F:28])([F:29])[F:30])=[O:31])[cH:22][cH:23]1.[OH2:35]>>[CH2:1]([CH2:2][CH2:3][CH2:4][CH2:5][CH2:6][CH2:7][CH2:8][CH2:9][CH2:10][CH2:11][CH3:12])[N:13]([CH3:14])[CH2:15][CH2:16][O:17][c:18]1[cH:19][c:20]2[c:21]([cH:22][cH:23]1)[CH2:24][CH2:25][C:26]([C:27]([F:28])([F:29])[F:30])([OH:31])[O:32]2. Starting materials: solution, C(C)OC(C=CC1=NC(=CC=C1[N+](=O)[O-])OC)=O (3-(6-methoxy-3-nitro-pyridin-2-yl)-acrylic acid ethyl ester). The reagents and catalysts are [Pd] (Pd/C). Solvent: C(C)O (ethanol). Reaction conditions: time 2 hour. The product is C(C)OC(CCC1=NC(=CC=C1N)OC)=O (3-(3-amino-6-methoxy-pyridin-2-yl)-propionic acid ethyl ester). Reaction SMILES: [CH2:1]([O:3][C:4](=[O:18])[CH:5]=[CH:6][C:7]1[C:12]([N+:13]([O-])=O)=[CH:11][CH:10]=[C:9]([O:16][CH3:17])[N:8]=1)[CH3:2]>C(O)C.[Pd]>[CH2:1]([O:3][C:4](=[O:18])[CH2:5][CH2:6][C:7]1[C:12]([NH2:13])=[CH:11][CH:10]=[C:9]([O:16][CH3:17])[N:8]=1)[CH3:2]. Reported procedure: A 2.2 g (8.7 mmol) solution of 3-(6-methoxy-3-nitro-pyridin-2-yl)-acrylic acid ethyl ester (M. Makosza, A. Tryula Synthesis, 1987, 1142–1144) in 50 ml of ethanol containing a catalytic amount of 10% Pd/C was hydrogenated at 50 PSI for 2 hours. The reaction was filtered and the solvent evaporated to afford crude intermediate 3-(3-amino-6-methoxy-pyridin-2-yl)-propionic acid ethyl ester. This material was disolved in 5 ml of acetic acid and heated on a steam bath for 30 minutes. The solution was c... Reactants: COc1ccc(NC(=O)CC(=O)c2cccc(-c3cccnc3)c2)c(NC(=O)OC(C)(C)C)c1, ClCCl, O=C(O)C(F)(F)F. The product is COc1ccc2c(c1)N=C(c1cccc(-c3cccnc3)c1)CC(=O)N2. As a reaction SMILES: [C:1]([O:2][C:3](=[O:4])[NH:7][c:8]1[c:9]([NH:16][C:17]([CH2:18][C:19](=[O:5])[c:20]2[cH:21][c:22](-[c:26]3[cH:27][n:28][cH:29][cH:30][cH:31]3)[cH:23][cH:24][cH:25]2)=[O:33])[cH:10][cH:11][c:12]([O:14][CH3:15])[cH:13]1)([CH3:6])([CH3:32])[CH3:34].[Cl:42][CH2:43][Cl:44].[F:35][C:36]([F:37])([F:38])[C:39]([OH:40])=[O:41]>>[N:7]1=[C:19]([c:20]2[cH:21][c:22](-[c:26]3[cH:27][n:28][cH:29][cH:30][cH:31]3)[cH:23][cH:24][cH:25]2)[CH2:18][C:17](=[O:33])[NH:16][c:9]2[c:8]1[cH:13][c:12]([O:14][CH3:15])[cH:11][cH:10]2. The reactants are FC=1C=C2/C(/C(NC2=CC1)=O)=C/C1=C(C(=C(N1)C)C(=O)ON1N=NC=2C1=NC=CC2)C ((Z)-3H-[1,2,3]triazolo[4,5-b]pyridin-3-yl 5-((5-fluoro-2-oxoindolin-3-ylidene)methyl)-2,4-dimethyl-1H-pyrrole-3-carboxylate), C(C)N(CCN)CC (N,N-diethylethane-1,2-diamine). Run in CN(C)C=O (DMF). Conditions: temperature 25 celsius. Product: CCN(CC)CCNC(=O)C=1C(=C(NC1C)/C=C\2/C=3C=C(C=CC3NC2=O)F)C (Sunitinib). Yield: 88.0%. Reaction SMILES: [F:1][C:2]1[CH:3]=[C:4]2[C:8](=[CH:9][CH:10]=1)[NH:7][C:6](=[O:11])/[C:5]/2=[CH:12]\[C:13]1[NH:17][C:16]([CH3:18])=[C:15]([C:19](ON2C3=NC=CC=C3N=N2)=[O:20])[C:14]=1[CH3:31].[CH2:32]([N:34]([CH2:38][CH3:39])[CH2:35][CH2:36][NH2:37])[CH3:33]>CN(C=O)C>[CH3:33][CH2:32][N:34]([CH2:35][CH2:36][NH:37][C:19]([C:15]1[C:14]([CH3:31])=[C:13](/[CH:12]=[C:5]2/[C:4]3[CH:3]=[C:2]([F:1])[CH:10]=[CH:9][C:8]=3[NH:7][C:6]/2=[O:11])[NH:17][C:16]=1[CH3:18])=[O:20])[CH2:38][CH3:39]. Procedure details: 15 (10 g, 33.3 mmol) was suspended in DMF (50 ml, 5 P.) and stirred for 5 minutes. DIPEA (9.0 mL, 54.5 mmol) was then added and the mixture was stirred for 10 minutes. HATU (13.95 g, 36.7 mmol) was added and the reaction mixture was stirred at 25° C. for completion. HPLC was applied to detect the completion of the reaction. Most of the DMF was removed by rotary evaporating and the residue was suspended in MeCN (100 mL, 10 P.) and stirred for another 1 hour. The solid was collected by filtration,... Starting materials: C(C1=CC=CC=C1)OC=1C=C2C(=CNC2=CC1OC)C=O (5-Benzyloxy-6-methoxyindole-3-carboxaldehyde), CO (methanol). The reagents and catalysts are [Pd] (palladium on carbon). Solvent: C(C)(=O)OCC (ethyl acetate). Conditions: time 1 hour. Product: OC=1C=C2C(=CNC2=CC1OC)C=O (5-hydroxy-6-methoxyindole-3-carboxaldehyde). The yield is 100.1%. Reaction SMILES: C([O:8][C:9]1[CH:10]=[C:11]2[C:15](=[CH:16][C:17]=1[O:18][CH3:19])[NH:14][CH:13]=[C:12]2[CH:20]=[O:21])C1C=CC=CC=1.CO>[Pd].C(OCC)(=O)C>[OH:8][C:9]1[CH:10]=[C:11]2[C:15](=[CH:16][C:17]=1[O:18][CH3:19])[NH:14][CH:13]=[C:12]2[CH:20]=[O:21]. Procedure details: 5-Benzyloxy-6-methoxyindole-3-carboxaldehyde (0.75 g) was suspended in a mixed solvent of methanol (60 ml) and ethyl acetate (20 ml), and 10% palladium on carbon (85 mg) was added thereto, followed by stirring at room temperature for one hour under an atmosphere of hydrogen. The catalyst was filtered off, and the filtrate was concentrated under reduced pressure to give 5-hydroxy-6-methoxyindole-3-carboxaldehyde (0.51 g). Reactants: ClC(c1ccccc1)(c1ccccc1)c1ccccc1, COC(=O)c1ccc2[nH]nc(-c3cccc(F)c3)c2c1, [H-], [Na+], [Na+], C1CCOC1, O=C([O-])O. The product is COC(=O)c1ccc2c(c1)c(-c1cccc(F)c1)nn2C(c1ccccc1)(c1ccccc1)c1ccccc1. As a reaction SMILES: [Cl:23][C:24]([c:25]1[cH:26][cH:27][cH:28][cH:29][cH:30]1)([c:31]1[cH:32][cH:33][cH:34][cH:35][cH:36]1)[c:37]1[cH:38][cH:39][cH:40][cH:41][cH:42]1.[F:1][c:2]1[cH:3][c:4](-[c:8]2[n:9][nH:10][c:11]3[cH:12][cH:13][c:14]([C:17](=[O:18])[O:19][CH3:20])[cH:15][c:16]23)[cH:5][cH:6][cH:7]1.[H-:21].[Na+:22].[Na+:43].[O:48]1[CH2:49][CH2:50][CH2:51][CH2:52]1.[OH:44][C:45](=[O:46])[O-:47]>>[F:1][c:2]1[cH:3][c:4](-[c:8]2[n:9][n:10]([C:24]([c:25]3[cH:26][cH:27][cH:28][cH:29][cH:30]3)([c:31]3[cH:32][cH:33][cH:34][cH:35][cH:36]3)[c:37]3[cH:38][cH:39][cH:40][cH:41][cH:42]3)[c:11]3[cH:12][cH:13][c:14]([C:17](=[O:18])[O:19][CH3:20])[cH:15][c:16]23)[cH:5][cH:6][cH:7]1. The reactants are B(F)(F)F.CCOCC (Boron trifluoride etherate), C1(CCCC2=CC=CC=C12)N (tetrahydro-1-naphthylamine), N(=O)OC(C)(C)C (t-butyl nitrite). Solvent: C(OC)COC (dimethoxyethane), C(OC)COC (dimethoxyethane), C(OC)COC (dimethoxyethane). Conditions: temperature 0 celsius, time 2 hour. The product is FC1=C2CCCCC2=CC=C1 (5-fluoro-1,2,3,4-tetrahydro-naphthalene). As a reaction SMILES: B(F)(F)[F:2].CCOCC.[CH:10]1(N)[C:19]2[C:14](=[CH:15][CH:16]=[CH:17][CH:18]=2)[CH2:13][CH2:12][CH2:11]1.N(OC(C)(C)C)=O>C(COC)OC>[F:2][C:18]1[CH:17]=[CH:16][CH:15]=[C:14]2[C:19]=1[CH2:10][CH2:11][CH2:12][CH2:13]2 |f:0.1|. Procedure: A modified procedure of Mirsadehgi et al. was used (J. Org. Chem. 1989, 54, 3091). Boron trifluoride etherate (30.0 g, 26.8 mL, 0.21 mol) was dissolved and stirred in dimethoxyethane (50 mL) and cooled to 0° C. A solution of tetrahydro-1-naphthylamine (25 g, 0.17 mol) in dimethoxyethane (75 mL) was added dropwise and the solution was allowed to warm slowly to room temperature over the period of 1 hour. The reaction was cooled to 0° C. and a solution of t-butyl nitrite (18.0 g, 20.7 mL, 0.17 mol)... Reactants: [OH-].[Na+] (Sodium hydroxide), CO (methanol), C(C)OC(CCC1=CC2=C(N(C(C(C(N2C)=O)(C)C)=O)CC)C=C1)=O (3-(1-ethyl 3,3,5-trimethyl-2,4-dioxo-2,3,4,5-tetrahydro-1H-benzo[b][1,4]diazepin-7-yl) propionic acid ethyl ester). Solvent: O (Water). Reaction conditions: time 8 hour. Yields the product C(C)N1C2=C(N(C(C(C1=O)(C)C)=O)C)C=C(C=C2)CCC(=O)O (3-(1-ethyl-3,3,5-trimethyl-2,4-dioxo-2,3,4,5-tetrahydro-1H-benzo[b][1,4]diazepin-7-yl)propionic acid). Yield: 96.0%. RXN SMILES: [OH-].[Na+].CO.C([O:7][C:8](=[O:29])[CH2:9][CH2:10][C:11]1[CH:28]=[CH:27][C:14]2[N:15]([CH2:25][CH3:26])[C:16](=[O:24])[C:17]([CH3:23])([CH3:22])[C:18](=[O:21])[N:19]([CH3:20])[C:13]=2[CH:12]=1)C>O>[CH2:25]([N:15]1[C:16](=[O:24])[C:17]([CH3:23])([CH3:22])[C:18](=[O:21])[N:19]([CH3:20])[C:13]2[CH:12]=[C:11]([CH2:10][CH2:9][C:8]([OH:29])=[O:7])[CH:28]=[CH:27][C:14]1=2)[CH3:26] |f:0.1|. Procedure: 50% Sodium hydroxide aqueous solution(1 ml) was added to a methanol (20 ml) solution of 3-(1-ethyl 3,3,5-trimethyl-2,4-dioxo-2,3,4,5-tetrahydro-1H-benzo[b][1,4]diazepin-7-yl) propionic acid ethyl ester(1.1 g). The mixture was stirred at room temperature overnight. Water was added to the reaction liquid, followed by washing with ether. A hydrochloric acid was added to the aqueous layer, followed by extraction using ethyl acetate and drying using magnesium sulfate. The dried product was condensed ...